This data is from the Open Reaction Database (ORD), a public repository of structured organic reaction records. The task is: describe an organic reaction: reactants, conditions, products, and yield The reactants are [BH3-]C#N, O=C([O-])O, CCOC(=O)C1CCCC1=NN(C)C, CC(=O)O, CCOC(C)=O, [Na+], [Na+], O. The product is CCOC(=O)C1CCCC1NN(C)C. As a reaction SMILES: [C:15]([BH3-:16])#[N:17].[C:19](=[O:20])([OH:21])[O-:22].[CH3:1][N:2]([N:3]=[C:4]1[CH:5]([C:9](=[O:10])[O:11][CH2:12][CH3:13])[CH2:6][CH2:7][CH2:8]1)[CH3:14].[CH3:24][C:25](=[O:26])[OH:27].[CH3:29][CH2:30][O:31][C:32](=[O:33])[CH3:34].[Na+:18].[Na+:23].[OH2:28]>>[CH3:1][N:2]([NH:3][CH:4]1[CH:5]([C:9](=[O:10])[O:11][CH2:12][CH3:13])[CH2:6][CH2:7][CH2:8]1)[CH3:14]. Reactants: COC=1C=C2C=3CCC4=C(C3NC2=CC1)C=CN4 (7-methoxy-3,4,5,10-tetrahydro-pyrrolo[3,2-a]carbazole), crude product, COC=1C=C2C=3CCC4=C(C3N(C2=CC1)C)C=CN4C (7-methoxy-3,10-dimethyl-3,4,5,10-tetrahydro-pyrrolo[3,2-a]carbazole), crude product. Product: CN1C=CC2=C1CCC=1C3=CC(=CC=C3N(C21)C)O (3,10-dimethyl-3,4,5,10-tetrahydro-pyrrolo[3,2-a]carbazol-7-ol). As a reaction SMILES: COC1C=C2C(=CC=1)NC1C3C=CNC=3CCC2=1.C[O:20][C:21]1[CH:22]=[C:23]2[C:31](=[CH:32][CH:33]=1)[N:30]([CH3:34])[C:29]1[C:28]3[CH:35]=[CH:36][N:37]([CH3:38])[C:27]=3[CH2:26][CH2:25][C:24]2=1>>[CH3:38][N:37]1[C:27]2[CH2:26][CH2:25][C:24]3[C:23]4[C:31]([N:30]([CH3:34])[C:29]=3[C:28]=2[CH:35]=[CH:36]1)=[CH:32][CH:33]=[C:21]([OH:20])[CH:22]=4. Reported procedure: Following the procedure described in Example 125, using 7-methoxy-3,4,5,10-tetrahydro-pyrrolo[3,2-a]carbazole (474 mg, 2.0 mmol) as the starting material, 7-methoxy-3,10-dimethyl-3,4,5,10-tetrahydro-pyrrolo[3,2-a]carbazole as prepared as a crude product. The crude product was then reacted according to the procedure as described in Example 126 to yield the title compound as a brown solid.